This data is from the Open Reaction Database (ORD), a public repository of structured organic reaction records. The task is: describe an organic reaction: reactants, conditions, products, and yield The reactants are CC(C)C[Al+]CC(C)C, Cc1cc(C)c(C=CC#N)c(C)c1, COc1cccc(C(C)N)c1, [H-]. The product is COc1cccc(C(C)NCC=Cc2c(C)cc(C)cc2C)c1. Reaction SMILES: [CH2:15]([Al+:16][CH2:17][CH:18]([CH3:19])[CH3:20])[CH:21]([CH3:22])[CH3:23].[CH3:1][c:2]1[c:3]([CH:4]=[CH:5][C:6]#[N:7])[c:8]([CH3:13])[cH:9][c:10]([CH3:12])[cH:11]1.[CH3:24][O:25][c:26]1[cH:27][c:28]([CH:32]([CH3:33])[NH2:34])[cH:29][cH:30][cH:31]1.[H-:14]>>[CH3:1][c:2]1[c:3]([CH:4]=[CH:5][CH2:6][NH:7][CH:32]([c:28]2[cH:27][c:26]([O:25][CH3:24])[cH:31][cH:30][cH:29]2)[CH3:33])[c:8]([CH3:13])[cH:9][c:10]([CH3:12])[cH:11]1. Reactants: COC(=O)N1CC[C@@H]2[C@](CCC[C@H]12)(C#CC=1C=C(C=CC1)C)O ((3aS,4R,7aS)-4-hydroxy-4-m-tolylethynyl-octahydro-indole-1-carboxylic acid methyl ester), N1(CCCC1)CCCC(=O)O (4-pyrrolidin-1-yl-butyric acid). Product: N1(CCCC1)CCCC(=O)O[C@@]1([C@@H]2CCN([C@@H]2CCC1)C(=O)OC)C#CC=1C=C(C=CC1)C ((3aR,4S,7aR)-methyl 4-(4-(pyrrolidin-1-yl)butanoyloxy)-4-(m-tolylethynyl)octahydro-1H-indole-1-carboxylate). RXN SMILES: [CH3:1][O:2][C:3]([N:5]1[C@@H:13]2[C@@H:8]([C@@:9]([OH:23])([C:14]#[C:15][C:16]3[CH:17]=[C:18]([CH3:22])[CH:19]=[CH:20][CH:21]=3)[CH2:10][CH2:11][CH2:12]2)[CH2:7][CH2:6]1)=[O:4].[N:24]1([CH2:29][CH2:30][CH2:31][C:32](O)=[O:33])[CH2:28][CH2:27][CH2:26][CH2:25]1>>[N:24]1([CH2:29][CH2:30][CH2:31][C:32]([O:23][C@@:9]2([C:14]#[C:15][C:16]3[CH:17]=[C:18]([CH3:22])[CH:19]=[CH:20][CH:21]=3)[CH2:10][CH2:11][CH2:12][C@@H:13]3[C@H:8]2[CH2:7][CH2:6][N:5]3[C:3]([O:2][CH3:1])=[O:4])=[O:33])[CH2:28][CH2:27][CH2:26][CH2:25]1. Procedure: Synthesis in analogy to the General Method 1 starting from (3aS,4R,7aS)-4-hydroxy-4-m-tolylethynyl-octahydro-indole-1-carboxylic acid methyl ester and 4-pyrrolidin-1-yl-butyric acid to yield (3aR,4S,7aR)-methyl 4-(4-(pyrrolidin-1-yl)butanoyloxy)-4-(m-tolylethynyl)octahydro-1H-indole-1-carboxylate. MS [M+H]=453; RT=0.96 min; UPLC Method I Product: COC1=CC=C(CN2C(OC(C3=C2N=CC=C3)=O)=O)C=C1 (1-(4-Methoxy-benzyl)-1H-pyrido[2,3-d][1,3]oxazine-2,4-dione). Reactants: ClC(=O)OC(Cl)(Cl)Cl (Trichloromethyl chloroformate), COC1=CC=C(CNC2=C(C(=O)O)C=CC=N2)C=C1 (2-(4-Methoxy-benzylamino)-nicotinic acid). Yield: 67.7%. Run in O1CCOCC1 (dioxane). Reported procedure: Trichloromethyl chloroformate (3.36 mL, 27.8 mmol) was added slowly to a suspension of 2-(4-methoxy-benzylamino)-nicotinic acid (11) (6 g, 23.23 mmol) in dioxane and refluxed for 18 h under nitrogen atmosphere. The solution was cooled and the solvent was removed under vacuum. The residue was dissolved in dichloromethane and washed by saturated NaHCO3 solution. The organic phase was dried over Na2SO4 and evaporated to yield a residue. The residue was recrystallized by ether to yield 4.47 g (67%) ... RXN SMILES: Cl[C:2](OC(Cl)(Cl)Cl)=[O:3].[CH3:9][O:10][C:11]1[CH:27]=[CH:26][C:14]([CH2:15][NH:16][C:17]2[N:25]=[CH:24][CH:23]=[CH:22][C:18]=2[C:19]([OH:21])=[O:20])=[CH:13][CH:12]=1>O1CCOCC1>[CH3:9][O:10][C:11]1[CH:12]=[CH:13][C:14]([CH2:15][N:16]2[C:17]3[N:25]=[CH:24][CH:23]=[CH:22][C:18]=3[C:19](=[O:21])[O:20][C:2]2=[O:3])=[CH:26][CH:27]=1. Reactants: CC=1C=CC2=C(OC(CN2N=C(C)C)C2=CC=CC=C2)C1 (7-Methyl-2-phenyl-N-(propan-2-ylidene)-2H-benzo[b][1,4]oxazin-4(3H)-amine), CN1C(CCCC1)=O (N-methyl piperidone), OS(=O)(=O)O (H2SO4). The solvent is O1CCOCC1 (dioxane), O1CCOCC1 (Dioxane). Run at temperature 95 celsius. Product: CC=1C=C2C3=C(N4C2=C(C1)OC(C4)C4=CC=CC=C4)CCN(C3)C (5,8-dimethyl-2-phenyl-1,2,7,8,9,10-hexahydro-[1,4]oxazino[2,3,4-hi]pyrido[4,3-b]indole). The yield is 5.4%. As a reaction SMILES: [CH3:1][C:2]1[CH:3]=[CH:4][C:5]2[N:10](N=C(C)C)[CH2:9][CH:8]([C:15]3[CH:20]=[CH:19][CH:18]=[CH:17][CH:16]=3)[O:7][C:6]=2[CH:21]=1.[CH3:22][N:23]1[CH2:28][CH2:27][CH2:26][CH2:25][C:24]1=O.OS(O)(=O)=O>O1CCOCC1>[CH3:1][C:2]1[CH:3]=[C:4]2[C:5]3=[C:6]([O:7][CH:8]([C:15]4[CH:16]=[CH:17][CH:18]=[CH:19][CH:20]=4)[CH2:9][N:10]3[C:26]3[CH2:27][CH2:28][N:23]([CH3:22])[CH2:24][C:25]2=3)[CH:21]=1. Procedure: 7-Methyl-2-phenyl-N-(propan-2-ylidene)-2H-benzo[b][1,4]oxazin-4(3H)-amine (1.3 g) and N-methyl piperidone (0.629 g) were dissolved in dioxane (2 mL). To this mixture was added 7% H2SO4 in Dioxane (25 mL) and the resulting reaction mixture was heated at 95° C. for 2 h. Reaction was monitored by TLC. After completion of reaction, the mixture was concentrated under reduced pressure, and the residue basified with NaOH solution to pH 12. The mixture was extracted with EtOAc (3×100 mL), and the organi... Starting materials: COC(=O)C1=CC(=C(C=C1)N1CCN(CC1)C(=O)OC(C)(C)C)[N+](=O)[O-] (tert-butyl 4-[4-(methoxycarbonyl)-2-nitrophenyl]piperazine-1-carboxylate), C(C)(=O)O (acetic acid), O (water). The reagents and catalysts are [Fe] (iron). The solvent is O1CCOCC1.O (1,4-dioxane water). Run at time 8 hour. Yields the product NC1=C(C=CC(=C1)C(=O)OC)N1CCN(CC1)C(=O)OC(C)(C)C (tert-butyl 4-[2-amino-4-(methoxycarbonyl)phenyl]piperazine-1-carboxylate). Isolated yield 45.2%. As a reaction SMILES: [CH3:1][O:2][C:3]([C:5]1[CH:10]=[CH:9][C:8]([N:11]2[CH2:16][CH2:15][N:14]([C:17]([O:19][C:20]([CH3:23])([CH3:22])[CH3:21])=[O:18])[CH2:13][CH2:12]2)=[C:7]([N+:24]([O-])=O)[CH:6]=1)=[O:4].C(O)(=O)C.O>O1CCOCC1.O.[Fe]>[NH2:24][C:7]1[CH:6]=[C:5]([C:3]([O:2][CH3:1])=[O:4])[CH:10]=[CH:9][C:8]=1[N:11]1[CH2:12][CH2:13][N:14]([C:17]([O:19][C:20]([CH3:23])([CH3:22])[CH3:21])=[O:18])[CH2:15][CH2:16]1 |f:3.4|. Procedure: To a solution of tert-butyl 4-[4-(methoxycarbonyl)-2-nitrophenyl]piperazine-1-carboxylate (200 mg, 0.547 mmol) in 1,4-dioxane-water (2:1) (6.0 mL), iron powder (76 mg, 1.37 mmol) and acetic acid (1 mL) were added under ice-cold conditions, and the mixture was stirred at room temperature overnight. The reaction solution was added water and a saturated aqueous solution of sodium hydrogen carbonate under ice-cold conditions, filtered through a pad of celite, and extracted with ethyl acetate. Then, ... Reactants: CCI, [Cl-], Nc1c(Cl)ncnc1Cl, [H-], [NH4+], [Na+], CN(C)C=O, O. Product: CCNc1c(Cl)ncnc1Cl. RXN SMILES: [CH2:12]([CH3:13])[I:14].[Cl-:20].[Cl:3][c:4]1[n:5][cH:6][n:7][c:8]([Cl:11])[c:9]1[NH2:10].[H-:1].[NH4+:21].[Na+:2].[O:15]=[CH:16][N:17]([CH3:18])[CH3:19].[OH2:22]>>[Cl:3][c:4]1[n:5][cH:6][n:7][c:8]([Cl:11])[c:9]1[NH:10][CH2:12][CH3:13]. Starting materials: C1(CCCC2=CC=CC=C12)C(=O)O (1,2,3,4-tetrahydronaphthalene-1-carboxylic acid), C(C)(C)C1=CC=C(C=C1)NCC=1C=NN(C1)C1=CC=CC=C1 ((4-isopropylphenyl)[(1-phenylpyrazol-4-yl)methyl]amine). Product: C(C)(C)C1=CC=C(C=C1)N(C(=O)C1CCCC2=CC=CC=C12)CC=1C=NN(C1)C1=CC=CC=C1 (N-(4-isopropylphenyl)-N-[(1-phenylpyrazol-4-yl)methyl]-1,2,3,4-tetrahydronaphthalene-1-carboxamide). Isolated yield 47.0%. RXN SMILES: [CH:1]1([C:11]([OH:13])=O)[C:10]2[C:5](=[CH:6][CH:7]=[CH:8][CH:9]=2)[CH2:4][CH2:3][CH2:2]1.[CH:14]([C:17]1[CH:22]=[CH:21][C:20]([NH:23][CH2:24][C:25]2[CH:26]=[N:27][N:28]([C:30]3[CH:35]=[CH:34][CH:33]=[CH:32][CH:31]=3)[CH:29]=2)=[CH:19][CH:18]=1)([CH3:16])[CH3:15]>>[CH:14]([C:17]1[CH:18]=[CH:19][C:20]([N:23]([CH2:24][C:25]2[CH:26]=[N:27][N:28]([C:30]3[CH:35]=[CH:34][CH:33]=[CH:32][CH:31]=3)[CH:29]=2)[C:11]([CH:1]2[C:10]3[C:5](=[CH:6][CH:7]=[CH:8][CH:9]=3)[CH2:4][CH2:3][CH2:2]2)=[O:13])=[CH:21][CH:22]=1)([CH3:16])[CH3:15]. Procedure: By the reaction and treatment in the same manner as in Example 12 using 1,2,3,4-tetrahydronaphthalene-1-carboxylic acid (0.35 g) and (4-isopropylphenyl)[(1-phenylpyrazol-4-yl)methyl]amine (0.58 g) as starting materials, N-(4-isopropylphenyl)-N-[(1-phenylpyrazol-4-yl)methyl]-1,2,3,4-tetrahydronaphthalene-1-carboxamide (0.42 g) was obtained.